Dataset: the Open Reaction Database (ORD), a public repository of structured organic reaction records. Task: describe an organic reaction: reactants, conditions, products, and yield Reactants: CC(C)(C)Sc1c(Br)cc(F)cc1C=O, CC(C)O, Cl, NO, O. The product is CC(C)(C)Sc1c(Br)cc(F)cc1C=NO. Reaction SMILES: [Br:1][c:2]1[c:3]([S:11][C:12]([CH3:13])([CH3:14])[CH3:15])[c:4]([CH:5]=[O:6])[cH:7][c:8]([F:10])[cH:9]1.[CH:19]([OH:20])([CH3:21])[CH3:22].[ClH:16].[NH2:17][OH:18].[OH2:23]>>[Br:1][c:2]1[c:3]([S:11][C:12]([CH3:13])([CH3:14])[CH3:15])[c:4]([CH:5]=[N:17][OH:18])[cH:7][c:8]([F:10])[cH:9]1. Starting materials: C(C)(C)(C)OC(CCCCC(C)OC=1C2=C(N=CN1)OC(=C2C2=CC=C(C=C2)CC)C2=C(C=CC=C2)F)=O (6-{[5-(4-ethylphenyl)-6-(2-fluorophenyl)furo[2,3-d]pyrimidin-4-yl]oxy}heptanoic acid tert.-butyl ester). Solvent: Cl (hydrogen chloride), O1CCOCC1 (dioxan). Run at time 16 hour. Yields the product C(C)C1=CC=C(C=C1)C1=C(OC=2N=CN=C(C21)OC(CCCCC(=O)O)C)C2=C(C=CC=C2)F (6-{[5-(4-Ethylphenyl)-6-(2-fluorophenyl)furo[2,3-d]pyrimidin-4-yl]oxy}heptanoic acid). RXN SMILES: C([O:5][C:6](=[O:38])[CH2:7][CH2:8][CH2:9][CH2:10][CH:11]([O:13][C:14]1[C:15]2[C:22]([C:23]3[CH:28]=[CH:27][C:26]([CH2:29][CH3:30])=[CH:25][CH:24]=3)=[C:21]([C:31]3[CH:36]=[CH:35][CH:34]=[CH:33][C:32]=3[F:37])[O:20][C:16]=2[N:17]=[CH:18][N:19]=1)[CH3:12])(C)(C)C>Cl.O1CCOCC1>[CH2:29]([C:26]1[CH:27]=[CH:28][C:23]([C:22]2[C:15]3[C:14]([O:13][CH:11]([CH3:12])[CH2:10][CH2:9][CH2:8][CH2:7][C:6]([OH:38])=[O:5])=[N:19][CH:18]=[N:17][C:16]=3[O:20][C:21]=2[C:31]2[CH:36]=[CH:35][CH:34]=[CH:33][C:32]=2[F:37])=[CH:24][CH:25]=1)[CH3:30]. Reported procedure: Dissolve 80 mg (0.15 mmol) 6-{[5-(4-ethylphenyl)-6-(2-fluorophenyl)furo[2,3-d]pyrimidin-4-yl]oxy}heptanoic acid tert.-butyl ester in 2 ml 4 N hydrogen chloride in dioxan and stir for 16 h at RT. After concentrating the reaction solution by evaporation under vacuum, purify the residue by preparative RP-HPLC (gradient: water/acetonitrile). 12 mg (16% of theor.) of the desired product is obtained as racemate.